The task is: describe an organic reaction: reactants, conditions, products, and yield. This data is from the Open Reaction Database (ORD), a public repository of structured organic reaction records. Starting materials: ClC=1N=C(C2=C(N1)C1=C(O2)C=CC=C1)N1CCOCC1 (2-chloro-4-morpholinobenzofuro[3,2-d]pyrimidine), N1C=CC2=CC(=CC=C12)B1OC(C)(C)C(C)(C)O1 (Indole-5-boronic acid pinacol ester). The solvent is COCCOC (1,2 dimethoxyethan), C(=O)([O-])[O-].[Na+].[Na+] (Na2CO3), CCOC(=O)C (EtOAc). Run at temperature 90 celsius. Product: N1C=CC2=CC(=CC=C12)C=1N=C(C2=C(N1)C1=C(O2)C=CC=C1)N1CCOCC1 (2-(1H-indol-5-yl)-4-morpholinobenzofuro[3,2-d]pyrimidine). Isolated yield 34.2%. As a reaction SMILES: Cl[C:2]1[N:3]=[C:4]([N:15]2[CH2:20][CH2:19][O:18][CH2:17][CH2:16]2)[C:5]2[O:10][C:9]3[CH:11]=[CH:12][CH:13]=[CH:14][C:8]=3[C:6]=2[N:7]=1.[NH:21]1[C:29]2[C:24](=[CH:25][C:26](B3OC(C)(C)C(C)(C)O3)=[CH:27][CH:28]=2)[CH:23]=[CH:22]1>COCCOC.C([O-])([O-])=O.[Na+].[Na+].CCOC(C)=O>[NH:21]1[C:29]2[C:24](=[CH:25][C:26]([C:2]3[N:3]=[C:4]([N:15]4[CH2:20][CH2:19][O:18][CH2:17][CH2:16]4)[C:5]4[O:10][C:9]5[CH:11]=[CH:12][CH:13]=[CH:14][C:8]=5[C:6]=4[N:7]=3)=[CH:27][CH:28]=2)[CH:23]=[CH:22]1 |f:3.4.5|. Reported procedure: Argon gas was bubbled through a mixture of 2-chloro-4-morpholinobenzofuro[3,2-d]pyrimidine (ASA75) (80 mg, 0.276 mmol, 1.0 eq) and Indole-5-boronic acid pinacol ester (MW 243) (267 mg, 1.10 mmol, 4.0 eq) in 1,2 dimethoxyethan and 2 M Na2CO3 (3:1) (6 mL) for 5 min. dichloro 1,1′-bis(diphenylphosphino)ferrocene-palladium(II) dichloromethane complex (MW 732) (5.05 mg, 0.00690 mmol, 0.025 eq) was added and the reaction mixture was heated to reflux (90° C.) for 15 h, cooled and diluted with EtOAc (20... Starting materials: NC1=C(C=O)C=CC=N1 (2-aminonicotinaldehyde), O=C(CCCC(=O)OCC)C (ethyl 5-oxohexanoate), N1[C@H](C(=O)O)CCC1 (L-proline). Solvent: CCO (EtOH). Run at temperature 90 celsius, time 6 hour. Product: N1=C(C=CC2=CC=CN=C12)CCCC(=O)OCC (Ethyl 4-[1,8]naphthyridin-2-ylbutanoate). Reaction SMILES: [NH2:1][C:2]1[N:9]=[CH:8][CH:7]=[CH:6][C:3]=1[CH:4]=O.O=[C:11]([CH3:20])[CH2:12][CH2:13][CH2:14][C:15]([O:17][CH2:18][CH3:19])=[O:16].N1CCC[C@H]1C(O)=O>CCO>[N:1]1[C:2]2[C:3](=[CH:6][CH:7]=[CH:8][N:9]=2)[CH:4]=[CH:20][C:11]=1[CH2:12][CH2:13][CH2:14][C:15]([O:17][CH2:18][CH3:19])=[O:16]. Procedure: A solution consisting of 2-aminonicotinaldehyde (0.7 g; 5.8 mmol), ethyl 5-oxohexanoate (1.83 g; 11.6 mmol; 1.85 ml), L-proline (0.166 g; 1.45 mmol) and 50 ml of EtOH is heated at 90° C., with stirring, for 6 hours. The reaction mixture is then concentrated and the residue is purified by chromatography on silica gel (eluant: EtOAc) to yield the title product in the form of a beige solid. Procedure details: A mixture of 23.2 g of Intermediate 1 prepared above, 18 g of thionyl chloride, and 100 ml of benzene was stirred for 3 hours at 40-45° C and after adding to the mixture a solution of 60 g of -(2,4-di-tert-amylphenoxy)propylamine, 23 g of 1,4-diazabicyclo[2,2,2]octane, and 100 ml of benzene, the resultant mixture was stirred for 2 hours to provide the desired product. The solvent used for the recrystallization of the product was methanol. The melting point of the product was 130-131° C. Run at temperature 42.5 celsius, time 3 hour. Starting materials: OC1=C(C=C(C2=CC=CC=C12)OCC)C(=O)O (1-Hydroxy-4-ethoxy-2-naphthoic acid), resultant mixture, S(=O)(Cl)Cl (thionyl chloride), C(C)(C)(CC)C1=C(OCCCN)C=CC(=C1)C(C)(C)CC ((2,4-di-tert-amylphenoxy)propylamine), N12CCN(CC1)CC2 (1,4-diazabicyclo[2,2,2]octane). Product: OC1=C(C=C(C2=CC=CC=C12)OCC)C(=O)NCCCOC1=C(C=C(C=C1)C(C)(C)CC)C(C)(C)CC (1-Hydroxy -4-ethoxy-N-[γ-(2,4-di-tert-amylphenoxy)propyl]-2-naphthamide). Solvent: C1=CC=CC=C1 (benzene), C1=CC=CC=C1 (benzene). As a reaction SMILES: [OH:1][C:2]1[C:11]2[C:6](=[CH:7][CH:8]=[CH:9][CH:10]=2)[C:5]([O:12][CH2:13][CH3:14])=[CH:4][C:3]=1[C:15]([OH:17])=O.S(Cl)(Cl)=O.[C:22]([C:27]1[CH:37]=[C:36]([C:38]([CH2:41][CH3:42])([CH3:40])[CH3:39])[CH:35]=[CH:34][C:28]=1[O:29][CH2:30][CH2:31][CH2:32][NH2:33])([CH2:25][CH3:26])([CH3:24])[CH3:23].N12CCN(CC1)CC2>C1C=CC=CC=1>[OH:1][C:2]1[C:11]2[C:6](=[CH:7][CH:8]=[CH:9][CH:10]=2)[C:5]([O:12][CH2:13][CH3:14])=[CH:4][C:3]=1[C:15]([NH:33][CH2:32][CH2:31][CH2:30][O:29][C:28]1[CH:34]=[CH:35][C:36]([C:38]([CH2:41][CH3:42])([CH3:39])[CH3:40])=[CH:37][C:27]=1[C:22]([CH2:25][CH3:26])([CH3:24])[CH3:23])=[O:17]. Reactants: [N+](=O)([O-])C1=CC=C(C=C1)P(=O)(Cl)Cl ((4-nitrophenyl)phosphonic dichloride), [N+](=O)([O-])C=1C=C(C=CC1)P(O)(O)=O ((3-nitrophenyl)phosphonic acid). Yields the product [N+](=O)([O-])C=1C=C(C=CC1)P(=O)(Cl)Cl ((3-Nitrophenyl)phosphonic dichloride). As a reaction SMILES: [N+]([C:4]1[CH:9]=[CH:8][C:7]([P:10]([Cl:13])([Cl:12])=[O:11])=[CH:6][CH:5]=1)([O-])=O.[N+:14](C1C=C(P(=O)(O)O)C=CC=1)([O-:16])=[O:15]>>[N+:14]([C:9]1[CH:8]=[C:7]([P:10]([Cl:12])([Cl:13])=[O:11])[CH:6]=[CH:5][CH:4]=1)([O-:16])=[O:15]. Reported procedure: Prepared according to the procedure described for (4-nitrophenyl)phosphonic dichloride using (3-nitrophenyl)phosphonic acid. Starting materials: NC=1C(=CC(N(C1)C)=O)NC1=C(C=C(C=C1)I)F (5-amino-4-(2-fluoro-4-iodophenylamino)-1-methylpyridin-2(1H)-one), ice-salt, C1(CC1)S(=O)(=O)Cl (cyclopropanesulfonyl chloride), Cl (HCl). Run in N1=CC=CC=C1 (pyridine). Run at time 16 hour. Yields the product FC1=C(C=CC(=C1)I)NC=1C(=CN(C(C1)=O)C)NS(=O)(=O)C1CC1 (N-(4-(2-fluoro-4-iodophenylamino)-1-methyl-6-oxo-1,6-dihydropyridin-3-yl) cyclopropanesulfonamide). Yield: 79.0%. RXN SMILES: [NH2:1][C:2]1[C:3]([NH:10][C:11]2[CH:16]=[CH:15][C:14]([I:17])=[CH:13][C:12]=2[F:18])=[CH:4][C:5](=[O:9])[N:6]([CH3:8])[CH:7]=1.[CH:19]1([S:22](Cl)(=[O:24])=[O:23])[CH2:21][CH2:20]1.Cl>N1C=CC=CC=1>[F:18][C:12]1[CH:13]=[C:14]([I:17])[CH:15]=[CH:16][C:11]=1[NH:10][C:3]1[C:2]([NH:1][S:22]([CH:19]2[CH2:21][CH2:20]2)(=[O:24])=[O:23])=[CH:7][N:6]([CH3:8])[C:5](=[O:9])[CH:4]=1. Procedure details: To a solution of 5-amino-4-(2-fluoro-4-iodophenylamino)-1-methylpyridin-2(1H)-one (62.3 mg, 0.174 mmol) in dry pyridine (3 mL) at 0° C. (ice-salt bath), was added cyclopropanesulfonyl chloride (29 mg, 0.206 mmol). The resultant reaction mixture was allowed to warm to room temperature and stirred for 16 hours. Aqueous HCl (1N) (5 mL) was added and the mixture stirred for 15 minutes, resulting in the formation of a precipitate which was isolated by filtration, dried under vacuum, to afford the des... The reactants are BrC=1C=C2CCN(C2=CC1S(=O)(=O)NC(=O)C1=CC(=C(C=C1)N1N=C(C(=C1C)Cl)C(=O)N(CCCC)CCCC)C(=O)N1CC2=CC=CC=C2CC1)CC (1-(4-(5-bromo-1-ethylindolin-6-ylsulfonylcarbamoyl)-2-(1,2,3,4-tetrahydroisoquinoline-2-carbonyl)phenyl)-N,N-dibutyl-4-chloro-5-methyl-1H-pyrazole-3-carboxamide), C(=C\C)/B(O)O ((E)-prop-1-enylboronic acid). Yields the product C(CCC)N(C(=O)C1=NN(C(=C1Cl)C)C1=C(C=C(C=C1)C(NS(=O)(=O)C1=C(C=C2CCN(C2=C1)CC)\C=C\C)=O)C(=O)N1CC2=CC=CC=C2CC1)CCCC ((E)-N,N-Dibutyl-4-chloro-1-(4-(1-ethyl-5-(prop-1-enyl)indolin-6-ylsulfonylcarbamoyl)-2-(1,2,3,4-tetrahydroisoquinoline-2-carbonyl)phenyl)-5-methyl-1H-pyrazole-3-carboxamide). Yield: 23.8%. Reaction SMILES: Br[C:2]1[CH:3]=[C:4]2[C:8](=[CH:9][C:10]=1[S:11]([NH:14][C:15]([C:17]1[CH:22]=[CH:21][C:20]([N:23]3[C:27]([CH3:28])=[C:26]([Cl:29])[C:25]([C:30]([N:32]([CH2:37][CH2:38][CH2:39][CH3:40])[CH2:33][CH2:34][CH2:35][CH3:36])=[O:31])=[N:24]3)=[C:19]([C:41]([N:43]3[CH2:52][CH2:51][C:50]4[C:45](=[CH:46][CH:47]=[CH:48][CH:49]=4)[CH2:44]3)=[O:42])[CH:18]=1)=[O:16])(=[O:13])=[O:12])[N:7]([CH2:53][CH3:54])[CH2:6][CH2:5]2.[CH:55](/B(O)O)=[CH:56]\[CH3:57]>>[CH2:33]([N:32]([CH2:37][CH2:38][CH2:39][CH3:40])[C:30]([C:25]1[C:26]([Cl:29])=[C:27]([CH3:28])[N:23]([C:20]2[CH:21]=[CH:22][C:17]([C:15](=[O:16])[NH:14][S:11]([C:10]3[CH:9]=[C:8]4[C:4]([CH2:5][CH2:6][N:7]4[CH2:53][CH3:54])=[CH:3][C:2]=3/[CH:55]=[CH:56]/[CH3:57])(=[O:13])=[O:12])=[CH:18][C:19]=2[C:41]([N:43]2[CH2:52][CH2:51][C:50]3[C:45](=[CH:46][CH:47]=[CH:48][CH:49]=3)[CH2:44]2)=[O:42])[N:24]=1)=[O:31])[CH2:34][CH2:35][CH3:36]. Procedure: Following a procedure analogous to that for the synthesis of Example 87, 1-(4-(5-bromo-1-ethylindolin-6-ylsulfonylcarbamoyl)-2-(1,2,3,4-tetrahydroisoquinoline-2-carbonyl)phenyl)-N,N-dibutyl-4-chloro-5-methyl-1H-pyrazole-3-carboxamide (Example 71, 35 mg, 0.042 mmol) and (E)-prop-1-enylboronic acid (14 mg, 0.17 mmol) were converted to the title compound (8 mg, 22%) as a white solid. 1H NMR (CD3OD, 2:1 mixture of amide rotamers) δ 8.03-7.99 (m, 1H), 7.88-7.87 (m, 1H), 7.72-7.67 (m, 1H), 7.31-7.12 (...